Dataset: the Open Reaction Database (ORD), a public repository of structured organic reaction records. Task: describe an organic reaction: reactants, conditions, products, and yield Reactants: [Br-], CC(C)(C)C(=O)CBr, O=C([O-])[O-], CCCC[N+](CCCC)(CCCC)CCCC, CS(C)=O, [I-], [K+], [K+], [K+], CC(C)(C)OC(=O)NC1CN(C2CCCCC2)c2ccccc2NC1=O, O. Product: CC(C)(C)OC(=O)NC1CN(C2CCCCC2)c2ccccc2N(CC(=O)C(C)(C)C)C1=O. RXN SMILES: [Br-:47].[C:27]([CH3:28])([CH3:29])([CH3:30])[C:31](=[O:32])[CH2:33][Br:34].[C:35](=[O:36])([O-:37])[O-:38].[CH2:48]([N+:49]([CH2:50][CH2:51][CH2:52][CH3:53])([CH2:54][CH2:55][CH2:56][CH3:57])[CH2:58][CH2:59][CH2:60][CH3:61])[CH2:62][CH2:63][CH3:64].[CH3:43][S:44](=[O:45])[CH3:46].[I-:42].[K+:39].[K+:40].[K+:41].[O:1]=[C:2]1[CH:3]([NH:19][C:20](=[O:21])[O:22][C:23]([CH3:24])([CH3:25])[CH3:26])[CH2:4][N:5]([CH:13]2[CH2:14][CH2:15][CH2:16][CH2:17][CH2:18]2)[c:6]2[c:7]([cH:9][cH:10][cH:11][cH:12]2)[NH:8]1.[OH2:65]>>[O:1]=[C:2]1[CH:3]([NH:19][C:20](=[O:21])[O:22][C:23]([CH3:24])([CH3:25])[CH3:26])[CH2:4][N:5]([CH:13]2[CH2:14][CH2:15][CH2:16][CH2:17][CH2:18]2)[c:6]2[c:7]([cH:9][cH:10][cH:11][cH:12]2)[N:8]1[CH2:33][C:31]([C:27]([CH3:28])([CH3:29])[CH3:30])=[O:32]. Reactants: quartz, C1(=CC=CC=C1)O (phenol), 1.68, C(C)(C)(C)OC(=O)OC(=O)[O-].[K+] (potassium t-butyldicarbonate), C(CCC)OC(=O)C1=C(C=CC=C1)O (butoxycarbonylphenol), C(C)(C)(C)OC(=O)OC(=O)OC(C)(C)C (di-t-butyldicarbonate), C(C(=C)C)(=O)[O-] (methacrylate). The solvent is O1CCOCC1 (dioxane). Run at temperature 0 celsius, time 4 hour. Product: C(C)(C)(C)OC(=O)OC1=CC=C(C=C)C=C1.C(=C)C1=CC=C(C=C1)O (4-t-butoxycarbonyloxystyrene 4-vinylphenol). As a reaction SMILES: [C:1]([O:5][C:6]([O:8][C:9]([O-])=O)=[O:7])([CH3:4])([CH3:3])[CH3:2].[K+].[C:13](OC(OC(OC(C)(C)C)=O)=O)(C)(C)[CH3:14].[C:28]1(O)[CH:33]=[CH:32][CH:31]=[CH:30]C=1.C(OC([C:42]1[CH:47]=[CH:46][CH:45]=[CH:44][C:43]=1[OH:48])=O)CCC.[C:49]([O-])(=O)[C:50](C)=C>O1CCOCC1>[C:1]([O:5][C:6]([O:8][C:9]1[CH:30]=[CH:31][C:32]([CH:33]=[CH2:28])=[CH:14][CH:13]=1)=[O:7])([CH3:4])([CH3:3])[CH3:2].[CH:49]([C:46]1[CH:47]=[CH:42][C:43]([OH:48])=[CH:44][CH:45]=1)=[CH2:50] |f:0.1,7.8|. Reported procedure: Continuing, the resulted white powder was placed in a 100 ml eggplant type flask to which was then added a Teflon™-coated stirring bar and 100 ml of dioxane. 1.68 (15 millimoles) of potassium t-butyldicarbonate were added in a nitrogen atmosphere and stirred for 4 hours at 0° C. 3 g (13.9 millimoles) of di-t-butyldicarbonate were then added followed by additionally stirring for 3 hours at 0° C. After concentrating the reaction solution, it was dropped in 1.5 liters of methanol resulting in preci... The reactants are C(C)N1N=CC=2N=CN=CC21 (1-ethyl-1H-pyrazolo[4,3-d]pyrimidine), C1CC(=O)N(C1=O)Br (NBS), O (water). Run in CN(C)C=O (DMF). Reaction conditions: temperature 80 celsius, time 8 hour. Product: BrC1=NN(C2=C1N=CN=C2)CC (3-Bromo-1-ethyl-1H-pyrazolo[4,3-d]pyrimidine). Yield: 67.4%. RXN SMILES: [CH2:1]([N:3]1[C:11]2[CH:10]=[N:9][CH:8]=[N:7][C:6]=2[CH:5]=[N:4]1)[CH3:2].C1C(=O)N([Br:19])C(=O)C1.O>CN(C=O)C>[Br:19][C:5]1[C:6]2[N:7]=[CH:8][N:9]=[CH:10][C:11]=2[N:3]([CH2:1][CH3:2])[N:4]=1. Procedure: To a solution of 1-ethyl-1H-pyrazolo[4,3-d]pyrimidine (300 mg) in DMF (6 mL) was added NBS (721 mg) at room temperature, and the mixture was stirred at 80° C. overnight. The mixture was poured into water and extracted with AcOEt. The organic layer was washed with brine, dried over Na2SO4, filtered and concentrated under reduced pressure. The residue was purified by silica gel column chromatography (AcOEt/hexane) to give the title compound (310 mg). 1H NMR (300 MHz, CDCl3) δ 1.62 (3H, t, J=7.3 Hz... Reactants: Cc1ccccc1, Cc1ncc(C=O)cc1Cl, O, OCCO, Cc1ccc(S(=O)(=O)O)cc1. The product is Cc1ncc(C2OCCO2)cc1Cl. RXN SMILES: [CH3:26][c:27]1[cH:28][cH:29][cH:30][cH:31][cH:32]1.[Cl:12][c:13]1[cH:14][c:15]([CH:20]=[O:21])[cH:16][n:17][c:18]1[CH3:19].[OH2:33].[OH:22][CH2:23][CH2:24][OH:25].[c:1]1([CH3:2])[cH:3][cH:4][c:5]([S:6]([OH:7])(=[O:8])=[O:9])[cH:10][cH:11]1>>[Cl:12][c:13]1[cH:14][c:15]([CH:20]2[O:21][CH2:24][CH2:23][O:22]2)[cH:16][n:17][c:18]1[CH3:19]. RXN SMILES: [Cl:1][C:2]1[CH:8]=[CH:7][C:5]([NH2:6])=[CH:4][CH:3]=1.[Li]CCCC.C1CCCCC1.[CH:20]1[CH:21]=[CH:22][C:23]([C:26]2[N:27]=[C:28]([Cl:33])[CH:29]=[C:30](Cl)[N:31]=2)=[CH:24][CH:25]=1>C1COCC1.C(Cl)(Cl)Cl.Cl[Pd](Cl)([P](C1C=CC=CC=1)(C1C=CC=CC=1)C1C=CC=CC=1)[P](C1C=CC=CC=1)(C1C=CC=CC=1)C1C=CC=CC=1>[Cl:33][C:28]1[N:27]=[C:26]([C:23]2[CH:24]=[CH:25][CH:20]=[CH:21][CH:22]=2)[N:31]=[C:30]([NH:6][C:5]2[CH:7]=[CH:8][C:2]([Cl:1])=[CH:3][CH:4]=2)[CH:29]=1 |^1:45,64|. Procedure details: A solution of 4-chloroaniline (127.6 mg, 1 mmol) in dry THF (2 mL) was cooled in a dry-ice/acetone bath and treated dropwise with a solution of nBuLi in cyclohexane (0.5 mL, 2M, 1 mmol). The mixture was treated with additional dry THF (2 mL) and was allowed to warm slightly (˜15 minutes) till the material went into solution. The material was then transferred by cannula into a solution of fenclorim (XXII) (225 mg, 1 mmol) and bis(triphenylphosphine)palladium(II) dichloride (35 mg, 0.05 mmol) in d... Reactants: C=1C=CC(=CC1)C=2N=C(C=C(N2)Cl)Cl (fenclorim), [Li]CCCC (nBuLi), C1CCCCC1 (cyclohexane), ClC1=CC=C(N)C=C1 (4-chloroaniline). Reagents/catalysts: Cl[Pd]([P](C1=CC=CC=C1)(C2=CC=CC=C2)C3=CC=CC=C3)([P](C4=CC=CC=C4)(C5=CC=CC=C5)C6=CC=CC=C6)Cl (bis(triphenylphosphine)palladium(II) dichloride). The solvent is C1CCOC1 (THF), C1CCOC1 (THF), C(Cl)(Cl)Cl (chloroform), C1CCOC1 (THF). The product is ClC1=CC(=NC(=N1)C1=CC=CC=C1)NC1=CC=C(C=C1)Cl (6-chloro-N-(4-chlorophenyl)-2-phenylpyrimidin-4-amine). Conditions: time 30 minute.